Task: describe an organic reaction: reactants, conditions, products, and yield. Dataset: the Open Reaction Database (ORD), a public repository of structured organic reaction records Reaction SMILES: [F:1][C:2]([F:26])([F:25])[CH2:3][NH:4][C:5]([C:7]1([CH2:20][CH2:21][CH2:22][CH2:23]Br)[C:19]2[CH:18]=[CH:17][CH:16]=[CH:15][C:14]=2[C:13]2[C:8]1=[CH:9][CH:10]=[CH:11][CH:12]=2)=[O:6].[CH3:27][C@H:28]1[NH:33][C@@H:32]([CH3:34])[CH2:31][N:30]([C:35]2[O:36][C:37]3[CH:43]=[CH:42][CH:41]=[CH:40][C:38]=3[N:39]=2)[CH2:29]1>>[F:1][C:2]([F:26])([F:25])[CH2:3][NH:4][C:5]([C:7]1([CH2:20][CH2:21][CH2:22][CH2:23][N:33]2[C@H:32]([CH3:34])[CH2:31][N:30]([C:35]3[O:36][C:37]4[CH:43]=[CH:42][CH:41]=[CH:40][C:38]=4[N:39]=3)[CH2:29][C@@H:28]2[CH3:27])[C:19]2[CH:18]=[CH:17][CH:16]=[CH:15][C:14]=2[C:13]2[C:8]1=[CH:9][CH:10]=[CH:11][CH:12]=2)=[O:6]. Product: FC(CNC(=O)C1(C2=CC=CC=C2C=2C=CC=CC12)CCCCN1[C@H](CN(C[C@H]1C)C=1OC2=C(N1)C=CC=C2)C)(F)F (9-[4-(4-benzoxazol-2-yl-cis-2,6-dimethyl-piperazin-1-yl)-butyl]-9H-fluorene-9-carboxylic acid-(2,2,2-trifluoro-ethyl)-amide). Starting materials: FC(CNC(=O)C1(C2=CC=CC=C2C=2C=CC=CC12)CCCCBr)(F)F (9-(4-bromo-butyl)-9H-fluorene-9-carboxylic acid-(2,2,2-trifluoro-ethyl)-amide), C[C@@H]1CN(C[C@@H](N1)C)C=1OC2=C(N1)C=CC=C2 (2-(cis-3,5-dimethyl-piperazin-1-yl)-benzoxazole). Procedure details: Prepared analogously to Example 1 from 9-(4-bromo-butyl)-9H-fluorene-9-carboxylic acid-(2,2,2-trifluoro-ethyl)-amide and 2-(cis-3,5-dimethyl-piperazin-1-yl)-benzoxazole. Product: BrC1=CC=C2N(C=3C(=CC=4C(C=5C=C(C=CC5C4C3)C3=CC=CC=C3)(C)C)C2=C1)C1=NC(=CC(=N1)C1=CC=CC=C1)C1=CC=CC=C1 (9-Bromo-6-(4,6-diphenylpyrimidin-2-yl)-12,12-dimethyl-2-phenyl-6,12-dihydro-6-azaindeno[1,2-b]fluorene). Reaction conditions: time 4 hour. Solvent: C(C)#N (acetonitrile). Procedure: 138 g (234.6 mmol) of 6-(4,6-diphenylpyrimidin-2-yl)-12,12-dimethyl-2-phenyl-6,12-dihydro-6-azaindeno[1,2-b]fluorene are initially introduced in 1000 ml of acetonitrile. A solution of 41.7 g (234.6 mmol) of NBS in 500 ml of CH3 CN is subsequently added dropwise at −15° C. with exclusion of light, and the mixture is allowed to come to room temperature and is stirred at this temperature for a further 4 h. 150 ml of water are subsequently added to the mixture, which is then extracted with CH2 Cl2. ... Reaction SMILES: [C:1]1([C:7]2[CH:12]=[C:11]([C:13]3[CH:18]=[CH:17][CH:16]=[CH:15][CH:14]=3)[N:10]=[C:9]([N:19]3[C:38]4[C:26](=[CH:27][C:28]5[C:29]([CH3:46])([CH3:45])[C:30]6[CH:31]=[C:32]([C:39]7[CH:44]=[CH:43][CH:42]=[CH:41][CH:40]=7)[CH:33]=[CH:34][C:35]=6[C:36]=5[CH:37]=4)[C:25]4[C:20]3=[CH:21][CH:22]=[CH:23][CH:24]=4)[N:8]=2)[CH:6]=[CH:5][CH:4]=[CH:3][CH:2]=1.C1C(=O)N([Br:54])C(=O)C1.O>C(#N)C>[Br:54][C:23]1[CH:24]=[C:25]2[C:20]([N:19]([C:9]3[N:8]=[C:7]([C:1]4[CH:2]=[CH:3][CH:4]=[CH:5][CH:6]=4)[CH:12]=[C:11]([C:13]4[CH:18]=[CH:17][CH:16]=[CH:15][CH:14]=4)[N:10]=3)[C:38]3[C:26]2=[CH:27][C:28]2[C:29]([CH3:46])([CH3:45])[C:30]4[CH:31]=[C:32]([C:39]5[CH:44]=[CH:43][CH:42]=[CH:41][CH:40]=5)[CH:33]=[CH:34][C:35]=4[C:36]=2[CH:37]=3)=[CH:21][CH:22]=1. Reactants: C1CC(=O)N(C1=O)Br (NBS), C1(=CC=CC=C1)C1=NC(=NC(=C1)C1=CC=CC=C1)N1C2=CC=CC=C2C2=CC=3C(C=4C=C(C=CC4C3C=C21)C2=CC=CC=C2)(C)C (6-(4,6-diphenylpyrimidin-2-yl)-12,12-dimethyl-2-phenyl-6,12-dihydro-6-azaindeno[1,2-b]fluorene), O (water).